From a dataset of the Open Reaction Database (ORD), a public repository of structured organic reaction records. describe an organic reaction: reactants, conditions, products, and yield Starting materials: CCNc1ccccc1-c1ccc(C(=O)OC)c([N+](=O)[O-])c1, CI, CCOCC, CN(C)C=O, [H-], [Na+], O. Product: CCN(C)c1ccccc1-c1ccc(C(=O)OC)c([N+](=O)[O-])c1. As a reaction SMILES: [CH2:8]([CH3:9])[NH:10][c:11]1[c:12](-[c:17]2[cH:18][c:19]([N+:27](=[O:28])[O-:29])[c:20]([C:21](=[O:22])[O:23][CH3:24])[cH:25][cH:26]2)[cH:13][cH:14][cH:15][cH:16]1.[CH3:30][I:31].[CH3:32][CH2:33][O:34][CH2:35][CH3:36].[CH3:3][N:4]([CH3:5])[CH:6]=[O:7].[H-:1].[Na+:2].[OH2:37]>>[CH3:3][N:10]([CH2:8][CH3:9])[c:11]1[c:12](-[c:17]2[cH:18][c:19]([N+:27](=[O:28])[O-:29])[c:20]([C:21](=[O:22])[O:23][CH3:24])[cH:25][cH:26]2)[cH:13][cH:14][cH:15][cH:16]1.